Dataset: the Open Reaction Database (ORD), a public repository of structured organic reaction records. Task: describe an organic reaction: reactants, conditions, products, and yield The reactants are C(C)(=O)Cl (acetyl chloride), ClC1=CC2=C(N3C(=NN=C3CNC2)C2CCN(CC2)C2=NC=CC=N2)C=C1 (8-Chloro-1-(1-pyrimidin-2-yl-piperidin-4-yl)-5,6-dihydro-4H-2,3,5,10b-tetraaza-benzo[e]azulene). Product: ClC1=CC2=C(N3C(=NN=C3CN(C2)C(C)=O)C2CCN(CC2)C2=NC=CC=N2)C=C1 (1-[8-Chloro-1-(1-pyrimidin-2-yl-piperidin-4-yl)-4H,6H-2,3,5,10b-tetraaza-benzo[e]azulen-5-yl]-ethanone). Isolated yield 37.0%. As a reaction SMILES: [C:1](Cl)(=[O:3])[CH3:2].[Cl:5][C:6]1[CH:31]=[CH:30][C:9]2[N:10]3[C:14]([CH2:15][NH:16][CH2:17][C:8]=2[CH:7]=1)=[N:13][N:12]=[C:11]3[CH:18]1[CH2:23][CH2:22][N:21]([C:24]2[N:29]=[CH:28][CH:27]=[CH:26][N:25]=2)[CH2:20][CH2:19]1>>[Cl:5][C:6]1[CH:31]=[CH:30][C:9]2[N:10]3[C:14]([CH2:15][N:16]([C:1](=[O:3])[CH3:2])[CH2:17][C:8]=2[CH:7]=1)=[N:13][N:12]=[C:11]3[CH:18]1[CH2:23][CH2:22][N:21]([C:24]2[N:25]=[CH:26][CH:27]=[CH:28][N:29]=2)[CH2:20][CH2:19]1. Procedure: The title compound was prepared from acetyl chloride and the amine of example 12, in 37% yield, using the procedure described in example 3.